This data is from the Open Reaction Database (ORD), a public repository of structured organic reaction records. The task is: describe an organic reaction: reactants, conditions, products, and yield Reactants: O1C(OCC1)COC1=CC=C(C=C1)C1C(CN(CC1)C(=O)OC(C)(C)C)O (tert-butyl (3RS,4RS)-4-[4-([1,3]dioxolan-2-ylmethoxy)-phenyl]-3-hydroxy-piperidine-1-carboxylate), BrCC1=CC2=CC=CC=C2C=C1 (2-bromomethylnaphthalene). Product: O1C(OCC1)COC1=CC=C(C=C1)C1C(CN(CC1)C(=O)OC(C)(C)C)OCC1=CC2=CC=CC=C2C=C1 (tert-butyl (3RS, 4RS)-4-[4-([1,3]dioxolan-2-ylmethoxy)-phenyl]-3-(naphthalen-2-ylmethoxy)-piperidine-1-carboxylate). As a reaction SMILES: [O:1]1[CH2:5][CH2:4][O:3][CH:2]1[CH2:6][O:7][C:8]1[CH:13]=[CH:12][C:11]([CH:14]2[CH2:19][CH2:18][N:17]([C:20]([O:22][C:23]([CH3:26])([CH3:25])[CH3:24])=[O:21])[CH2:16][CH:15]2[OH:27])=[CH:10][CH:9]=1.Br[CH2:29][C:30]1[CH:39]=[CH:38][C:37]2[C:32](=[CH:33][CH:34]=[CH:35][CH:36]=2)[CH:31]=1>>[O:1]1[CH2:5][CH2:4][O:3][CH:2]1[CH2:6][O:7][C:8]1[CH:13]=[CH:12][C:11]([CH:14]2[CH2:19][CH2:18][N:17]([C:20]([O:22][C:23]([CH3:24])([CH3:26])[CH3:25])=[O:21])[CH2:16][CH:15]2[O:27][CH2:29][C:30]2[CH:39]=[CH:38][C:37]3[C:32](=[CH:33][CH:34]=[CH:35][CH:36]=3)[CH:31]=2)=[CH:10][CH:9]=1. Procedure details: In analogy to the procedure described in Example 3(c), by alkylating tert-butyl (3RS,4RS)-4-[4-([1,3]dioxolan-2-ylmethoxy)-phenyl]-3-hydroxy-piperidine-1-carboxylate with 2-bromomethylnaphthalene there was obtained tert-butyl (3RS, 4RS)-4-[4-([1,3]dioxolan-2-ylmethoxy)-phenyl]-3-(naphthalen-2-ylmethoxy)-piperidine-1-carboxylate as a colourless solid; MS: 520 (M+H)+. Starting materials: CC(CC)[Li] (1-methylpropyllithium), CC1=NC=CC=C1O (2-methyl-3-hydroxypyridine), aqueous solution, Cl (hydrochloric acid), N12CC(C(CC1)CC2)=O (1-azabicyclo[2.2.2]octan-3-one). Solvent: O1CCCC1 (tetrahydrofuran), C1CCCCC1 (cyclohexane), O (water), O1CCCC1 (tetrahydrofuran). Run at temperature -56 celsius. Product: OC=1C(=NC=CC1)CC1(CN2CCC1CC2)O (3-[(3-Hydroxypyridin-2-yl)methyl]-1-azabicyclo—[2.2.2]octan-3-ol). Reaction SMILES: [CH3:1][C:2]1[C:7]([OH:8])=[CH:6][CH:5]=[CH:4][N:3]=1.CC([Li])CC.[N:14]12[CH2:21][CH2:20][CH:17]([CH2:18][CH2:19]1)[C:16](=[O:22])[CH2:15]2.Cl>O1CCCC1.C1CCCCC1.O>[OH:8][C:7]1[C:2]([CH2:1][C:16]2([OH:22])[CH:17]3[CH2:20][CH2:21][N:14]([CH2:19][CH2:18]3)[CH2:15]2)=[N:3][CH:4]=[CH:5][CH:6]=1. Procedure details: 52.9 g (484 mmol) of 2-methyl-3-hydroxypyridine dissolved in 1300 ml of tetrahydrofuran are introduced into a 2000 ml three-neck flask under argon. The solution is cooled to −56° C. and 750 ml (975 mmol) of a 1.3 M 1-methylpropyllithium solution in cyclohexane is added dropwise in the course of 3 h, keeping the temperature lower than −50° C. At the end of the addition, the temperature is allowed to rise to −4° C. in the course of 45 min and the mixture is then again cooled to −58° C. to add 60.6... Starting materials: [Br-], [C-]#N, CCOC(=O)CCCC#CCI, CC[Mg+], C#CCC#CCC#CCSc1ccc(C)cc1, C1CCOC1, O=S(=O)(O)O. The product is CCOC(=O)CCCC#CCC#CCC#CCC#CCSc1ccc(C)cc1. RXN SMILES: [Br-:1].[C-:22]#[N:23].[CH2:24]([CH3:25])[O:26][C:27]([CH2:28][CH2:29][CH2:30][C:31]#[C:32][CH2:33][I:34])=[O:35].[CH2:2]([Mg+:3])[CH3:4].[CH3:5][c:6]1[cH:7][cH:8][c:9]([S:10][CH2:11][C:12]#[C:13][CH2:14][C:15]#[C:16][CH2:17][C:18]#[CH:19])[cH:20][cH:21]1.[O:41]1[CH2:42][CH2:43][CH2:44][CH2:45]1.[S:36](=[O:37])(=[O:38])([OH:39])[OH:40]>>[CH3:5][c:6]1[cH:7][cH:8][c:9]([S:10][CH2:11][C:12]#[C:13][CH2:14][C:15]#[C:16][CH2:17][C:18]#[C:19][CH2:33][C:32]#[C:31][CH2:30][CH2:29][CH2:28][C:27]([O:26][CH2:24][CH3:25])=[O:35])[cH:20][cH:21]1. The reactants are COC(=O)C=1NC=2C=C(C=C3C2C1C(CC3)CC(=O)OC(C)(C)C)Cl (7-chloro-3-tert-butoxycarbonylmethyl-1,3,4,5-tetrahydrobenz[cd]indole-2-carboxylic acid methyl ester), C1(=CC=C(C=C1)S(=O)(=O)O)C (p-toluenesulfonic acid). Solvent: C1(=CC=CC=C1)C (toluene), C(C)(=O)OCC (ethyl acetate). Product: COC(=O)C=1NC=2C=C(C=C3C2C1C(CC3)CC(=O)O)Cl (7-Chloro-3-carboxymethyl-1,3,4,5-tetrahydrobenz[cd]indole-2-carboxylic acid methyl ester). Yield: 114.2%. As a reaction SMILES: [CH3:1][O:2][C:3]([C:5]1[NH:6][C:7]2[CH:8]=[C:9]([Cl:25])[CH:10]=[C:11]3[CH2:16][CH2:15][CH:14]([CH2:17][C:18]([O:20]C(C)(C)C)=[O:19])[C:13]=1[C:12]=23)=[O:4].C1(C)C=CC(S(O)(=O)=O)=CC=1>C1(C)C=CC=CC=1.C(OCC)(=O)C>[CH3:1][O:2][C:3]([C:5]1[NH:6][C:7]2[CH:8]=[C:9]([Cl:25])[CH:10]=[C:11]3[CH2:16][CH2:15][CH:14]([CH2:17][C:18]([OH:20])=[O:19])[C:13]=1[C:12]=23)=[O:4]. Procedure: A mixture of 7-chloro-3-tert-butoxycarbonylmethyl-1,3,4,5-tetrahydrobenz[cd]indole-2-carboxylic acid methyl ester (54 mg, 0.148 mmol) and p-toluenesulfonic acid (3 mg) in toluene (1 mL) was refluxed for 1 h, diluted with ethyl acetate, washed with water and brine, dried over MgSO4, and concentrated to give 52 mg of the title compound (quant): 1H NMR (DMSO-d6) δ12.17 (bs, 1H), 11.60 (s, 1H), 7.17 (s, 1H), 6.84 (s, 1H), 3.88 (s, 3H), 3.77 (m, 1H), 2.94 (mt, 1H, J=13.9 Hz), 2.80 (md, 1H, J=17.2 Hz)... Starting materials: CC(C)n1ccc(CO)n1, ClCCl. The product is CC(C)n1ccc(C=O)n1. RXN SMILES: [CH:1]([CH3:2])([CH3:3])[n:4]1[n:5][c:6]([CH2:9][OH:10])[cH:7][cH:8]1.[Cl:11][CH2:12][Cl:13]>>[CH:1]([CH3:2])([CH3:3])[n:4]1[n:5][c:6]([CH:9]=[O:10])[cH:7][cH:8]1. Procedure details: A 200 mL flame dried pear-shaped Schlenk flask equipped with a magnetic stir bar and capped with a septum was charged with (2,6-di-isopropylphenylimino)-1,4-dithiane Pd(II) catalyst XII (100 mg) in an argon filled glove box. Upon removal from the glove box, the flask was evacuated and backfilled with propylene. The catalyst was dissolved in CH2Cl2 (20 mL) and immediately treated with vinyl ethylene carbonate (5 mL). The resulting orange solution was stirred at 23° C. under a propylene atmosphere... Reactants: XII, C=CC (propylene), C(O)(O)=O.C(=C)C=C (vinyl ethylene carbonate). Reagents/catalysts: (2,6-di-isopropylphenylimino)-1,4-dithiane Pd(II). Run at temperature 23 celsius, time 20 hour. As a reaction SMILES: [CH2:1]=[CH:2][CH3:3].[C:4](=[O:7])([OH:6])[OH:5].[CH:8]([CH:10]=[CH2:11])=[CH2:9]>>[CH2:1]=[CH:2][CH3:3].[C:4]1(=[O:6])[O:5][CH2:11][CH:10]([CH:8]=[CH2:9])[O:7]1 |f:1.2,3.4|. Yields the product C=CC.C1(OC(CO1)C=C)=O (Propylene Vinylethylene Carbonate). Reactants: CC(O)C(C)(C)C, Cc1ccccc1, CC(C)(C)OC(=O)N1CCOc2nc(Cl)ccc2C1, [H-], [Na+], O=C(C=Cc1ccccc1)C=Cc1ccccc1, O=C(C=Cc1ccccc1)C=Cc1ccccc1, O=C(C=Cc1ccccc1)C=Cc1ccccc1, O, [Pd], [Pd], c1ccc(P(c2ccccc2)c2ccc3ccccc3c2-c2c(P(c3ccccc3)c3ccccc3)ccc3ccccc23)cc1. Yields the product CC(Oc1ccc2c(n1)OCCN(C(=O)OC(C)(C)C)C2)C(C)(C)C. RXN SMILES: [CH3:1][C:2]([CH:3]([CH3:4])[OH:5])([CH3:6])[CH3:7].[CH3:75][c:76]1[cH:77][cH:78][cH:79][cH:80][cH:81]1.[Cl:10][c:11]1[cH:12][cH:13][c:14]2[c:20]([n:21]1)[O:19][CH2:18][CH2:17][N:16]([C:22](=[O:23])[O:24][C:25]([CH3:26])([CH3:27])[CH3:28])[CH2:15]2.[H-:8].[Na+:9].[O:102]=[C:103]([CH:104]=[CH:105][c:106]1[cH:107][cH:108][cH:109][cH:110][cH:111]1)[CH:112]=[CH:113][c:114]1[cH:115][cH:116][cH:117][cH:118][cH:119]1.[O:120]=[C:121]([CH:122]=[CH:123][c:124]1[cH:125][cH:126][cH:127][cH:128][cH:129]1)[CH:130]=[CH:131][c:132]1[cH:133][cH:134][cH:135][cH:136][cH:137]1.[O:84]=[C:85]([CH:86]=[CH:87][c:88]1[cH:89][cH:90][cH:91][cH:92][cH:93]1)[CH:94]=[CH:95][c:96]1[cH:97][cH:98][cH:99][cH:100][cH:101]1.[OH2:138].[Pd:82].[Pd:83].[cH:29]1[cH:30][cH:31][c:32]([P:33]([c:34]2[cH:35][cH:36][c:37]3[c:38]([cH:39][cH:40][cH:41][cH:42]3)[c:43]2-[c:44]2[c:45]3[c:46]([cH:47][cH:48][cH:49][cH:50]3)[cH:51][cH:52][c:53]2[P:54]([c:55]2[cH:56][cH:57][cH:58][cH:59][cH:60]2)[c:61]2[cH:62][cH:63][cH:64][cH:65][cH:66]2)[c:67]2[cH:68][cH:69][cH:70][cH:71][cH:72]2)[cH:73][cH:74]1>>[CH3:1][C:2]([CH:3]([CH3:4])[O:5][c:11]1[cH:12][cH:13][c:14]2[c:20]([n:21]1)[O:19][CH2:18][CH2:17][N:16]([C:22](=[O:23])[O:24][C:25]([CH3:26])([CH3:27])[CH3:28])[CH2:15]2)([CH3:6])[CH3:7]. Reactants: C1(C=2C(C(N1)=O)=CC=CC2)=O.[K] (potassium phthalimide), COC(C1=CC(=C(C=C1)OCCCCl)C)=O (4-(3-chloropropoxy)-3-methyl benzoic acid methyl ester), CN(C=O)C (dimethyl formamide), O (water). Yields the product COC(C1=CC(=C(C=C1)OCCCN1C(C2=CC=CC=C2C1=O)=O)OC)=O (4-[3-(1,3-Dihydro-1,3-dioxo-2H-isoindol-2-yl)propoxy]-3-methoxybenzoic acid methyl ester). The yield is 80.0%. As a reaction SMILES: [C:1]1(=[O:11])[NH:5][C:4](=[O:6])[C:3]2=[CH:7][CH:8]=[CH:9][CH:10]=[C:2]12.[K].[CH3:13][O:14][C:15](=[O:28])[C:16]1[CH:21]=[CH:20][C:19]([O:22][CH2:23][CH2:24][CH2:25]Cl)=[C:18](C)[CH:17]=1.O.CN(C)[CH:32]=[O:33]>>[CH3:13][O:14][C:15](=[O:28])[C:16]1[CH:21]=[CH:20][C:19]([O:22][CH2:23][CH2:24][CH2:25][N:5]2[C:1](=[O:11])[C:2]3[C:3](=[CH:7][CH:8]=[CH:9][CH:10]=3)[C:4]2=[O:6])=[C:18]([O:33][CH3:32])[CH:17]=1 |f:0.1,^1:11|. Procedure: A mixture of 66.9 g (0.354 mole) of potassium phthalimide (98%, Aldrich) and 90.0 g (0.348 mole) of 4-(3-chloropropoxy)-3-methyl benzoic acid methyl ester in 450 mL of dimethyl formamide was stirred and heated at reflux for 5 hr then let stir at ambient temperature overnight. The reaction mixture was treated with 3 L of water and the resulting solid was collected by filtration to give 108.5 g (84%) of crude title compound. An 8.0 g sample of this solid was recrystallized from 2-propanol to yield... Starting materials: CC(=O)OC(C)=O, Cl, Cc1c(C)c2c(c(C)c1OCc1ccccc1)CC(CCO)O2, c1ccncc1. Yields the product CC(=O)OCCC1Cc2c(C)c(OCc3ccccc3)c(C)c(C)c2O1. Reaction SMILES: [CH3:24][C:25](=[O:26])[O:27][C:28](=[O:29])[CH3:30].[ClH:31].[OH:1][CH2:2][CH2:3][CH:4]1[O:5][c:6]2[c:7]([c:9]([CH3:23])[c:10]([O:15][CH2:16][c:17]3[cH:18][cH:19][cH:20][cH:21][cH:22]3)[c:11]([CH3:14])[c:12]2[CH3:13])[CH2:8]1.[cH:32]1[cH:33][cH:34][n:35][cH:36][cH:37]1>>[O:1]([CH2:2][CH2:3][CH:4]1[O:5][c:6]2[c:7]([c:9]([CH3:23])[c:10]([O:15][CH2:16][c:17]3[cH:18][cH:19][cH:20][cH:21][cH:22]3)[c:11]([CH3:14])[c:12]2[CH3:13])[CH2:8]1)[C:25]([CH3:24])=[O:26].